From a dataset of the Open Reaction Database (ORD), a public repository of structured organic reaction records. describe an organic reaction: reactants, conditions, products, and yield Reactants: C(C=C)(=O)O (Acrylic acid), C(C(=C)C)(=O)OCC(C(C(F)(F)F)F)(F)F (2,2,3,4,4,4-hexafluorobutyl methacrylate), C(C=C)(=O)OCCCC (butyl acrylate), C=CC1=CC=CC=C1 (styrene), N(=NC(C#N)(C)C)C(C#N)(C)C (azobisisobutyronitrile), C(C)(=O)OC(COC)C (propyleneglycol methyl ether acetate). Procedure details: Acrylic acid (4.2 g), 2,2,3,4,4,4-hexafluorobutyl methacrylate (14 g), t -butyl acrylate (14 g) and styrene (8.26 g) were mixed with azobisisobutyronitrile (AIBN) (4 g) as a polymerization initiator and propyleneglycol methyl ether acetate (PGMEA) (145 g) as a polymerization solvent. The resulting mixture was reacted at approximately 67° C. for approximately 12 hours, and precipitated in normal hexane and dehydrated to obtain an organic polymer compound with yield of approximately 82% (see FIG. ... Yields the product C(C=C)(=O)O.C(C(=C)C)(=O)OCC(C(C(F)(F)F)F)(F)F.C(C=C)(=O)OC(C)(C)C.C=CC1=CC=CC=C1 (acrylic acid 2,2,3,4,4,4-hexafluorobutyl methacrylate t-butyl acrylate styrene). As a reaction SMILES: [C:1]([OH:5])(=[O:4])[CH:2]=[CH2:3].[C:6]([O:11][CH2:12][C:13]([F:21])([F:20])[CH:14]([F:19])[C:15]([F:18])([F:17])[F:16])(=[O:10])[C:7]([CH3:9])=[CH2:8].[C:22]([O:26]CCCC)(=[O:25])[CH:23]=[CH2:24].[CH2:31]=[CH:32][C:33]1[CH:38]=[CH:37][CH:36]=[CH:35][CH:34]=1.N(C(C)(C)C#N)=NC(C)(C)C#N.C(OC(C)COC)(=O)C>>[C:1]([OH:5])(=[O:4])[CH:2]=[CH2:3].[C:6]([O:11][CH2:12][C:13]([F:20])([F:21])[CH:14]([F:19])[C:15]([F:17])([F:18])[F:16])(=[O:10])[C:7]([CH3:9])=[CH2:8].[C:22]([O:26][C:33]([CH3:32])([CH3:34])[CH3:38])(=[O:25])[CH:23]=[CH2:24].[CH2:31]=[CH:32][C:33]1[CH:38]=[CH:37][CH:36]=[CH:35][CH:34]=1 |f:6.7.8.9|. Isolated yield 82.0%. The reactants are C([O-])([O-])=O.[Na+].[Na+] (sodium carbonate), aldehyde, NC1=CC=CC2=CC=CC(=C12)N (1,8-diamino naphthalene), C1(=CC=C(C=C1)S(=O)(=O)O)C (p-toluenesulfonic acid). The solvent is O1CCCC1 (tetrahydrofuran), THF-ether. Conditions: time 0.5 hour. Yields the product N1CNC2=CC=CC3=CC=CC1=C23 (2,3-dihydroperimidine). Yield: 15175.5%. Reaction SMILES: [NH2:1][C:2]1[C:11]2[C:6](=[CH:7][CH:8]=[CH:9][C:10]=2[NH2:12])[CH:5]=[CH:4][CH:3]=1.[C:13]1(C)C=CC(S(O)(=O)=O)=CC=1.C(=O)([O-])[O-].[Na+].[Na+]>O1CCCC1>[NH:1]1[C:2]2=[C:11]3[C:6](=[CH:5][CH:4]=[CH:3]2)[CH:7]=[CH:8][CH:9]=[C:10]3[NH:12][CH2:13]1 |f:2.3.4|. Reported procedure: A solution of the above aldehyde (1.17 g, 4 mmol), distilled 1,8-diamino naphthalene (0.63 g, 4 mmol), p-toluenesulfonic acid (10 mg), and tetrahydrofuran (6 mL) was stirred for 0.5 h at room temperature. The mixture was basified with 1 mL saturated sodium carbonate, diluted with THF-ether (1:1) and washed with water. The extract was concentrated and the residual solid was recrystallized from THF-ether (1:1, 30 mL) to give the 2,3-dihydroperimidine (1.50 g, 87%): mp 165-167° C.; 1H NMR (CDCl3) 7... Reactants: aqueous solution, [OH-].[Na+] (sodium hydroxide), OC(C(C)C)C=1N=C(N(C1C#N)CC1=CC=C(C=C1)C1=C(C=CC=C1)C(=O)C(=O)OC)CCC (4-(1-hydroxy-2-methylpropyl)-1-[(2'-methoxalylbiphenyl-4-yl)methyl]-2-propylimidazole-5-carbonitrile). The solvent is C(C)O (ethanol). The product is OC(C(C)C)C=1N=C(N(C1C(=O)N)CC1=CC=C(C=C1)C1=C(C=CC=C1)C(=O)C(=O)O)CCC (4-(1-Hydroxy-2-methylpropyl)-1-[(2'-oxalobiphenyl-4-yl)-methyl]-2-propylimidazole-5-carboxamide). As a reaction SMILES: [OH-:1].[Na+].[OH:3][CH:4]([C:8]1[N:9]=[C:10]([CH2:34][CH2:35][CH3:36])[N:11]([CH2:15][C:16]2[CH:21]=[CH:20][C:19]([C:22]3[CH:27]=[CH:26][CH:25]=[CH:24][C:23]=3[C:28]([C:30]([O:32]C)=[O:31])=[O:29])=[CH:18][CH:17]=2)[C:12]=1[C:13]#[N:14])[CH:5]([CH3:7])[CH3:6]>C(O)C>[OH:3][CH:4]([C:8]1[N:9]=[C:10]([CH2:34][CH2:35][CH3:36])[N:11]([CH2:15][C:16]2[CH:21]=[CH:20][C:19]([C:22]3[CH:27]=[CH:26][CH:25]=[CH:24][C:23]=3[C:28]([C:30]([OH:32])=[O:31])=[O:29])=[CH:18][CH:17]=2)[C:12]=1[C:13]([NH2:14])=[O:1])[CH:5]([CH3:7])[CH3:6] |f:0.1|. Procedure details: 4 ml of a 1N aqueous solution of sodium hydroxide were added to a solution of 170 mg of 4-(1-hydroxy-2-methylpropyl)-1-[(2'-methoxalylbiphenyl-4-yl)methyl]-2-propylimidazole-5-carbonitrile [prepared as described in step (a) above] dissolved in 3 ml of hot ethanol, and the resulting mixture was stirred under reflux for 2.5 hours. At the end of this time, the ethanol was removed by evaporation under reduced pressure, and ethyl aceate was added to the residual aqueous solution. 4 ml of 1N aqueous h... Reactants: CN(C(=O)SC1=CC=C(C=C1)C(CC)(C)C)C (1-dimethylcarbamoylthio-4-(1,1-dimethyl-propyl)-benzene), C(=O)([O-])[O-].[K+].[K+] (K2CO3). The solvent is CO (methanol). The product is CC(CC)(C)C1=CC=C(C=C1)S (4-(1,1-Dimethyl-propyl)-benzenethiol). Isolated yield 26.4%. RXN SMILES: CN(C)C([S:5][C:6]1[CH:11]=[CH:10][C:9]([C:12]([CH3:16])([CH3:15])[CH2:13][CH3:14])=[CH:8][CH:7]=1)=O.C([O-])([O-])=O.[K+].[K+]>CO>[CH3:16][C:12]([C:9]1[CH:8]=[CH:7][C:6]([SH:5])=[CH:11][CH:10]=1)([CH3:15])[CH2:13][CH3:14] |f:1.2.3|. Procedure details: Reflux a mixture of 1-dimethylcarbamoylthio-4-(1,1-dimethyl-propyl)-benzene (520 mg, 2.1 mmol) and K2CO3 (1.28 g, 9.3 mmol) in methanol (40 mL) for 6 h. Cool to room temperature and concentrate in vacuo. Suspend the residue in water and acidify to pH 1 with 1M aqueous HCl. Extract the aqueous phase with EtOAc (3×40 mL). Dry the combined organic extracts over MgSO4, filter and concentrate in vacuo. Purify the crude mixture by chromatography on silica gel eluting with hexane/EtOAc (1:0 to 97:3) to...